From a dataset of the Open Reaction Database (ORD), a public repository of structured organic reaction records. describe an organic reaction: reactants, conditions, products, and yield The reactants are B, C1CCOC1, C=CCc1ccc(Br)cc1, CCOCC, [Na+], [OH-], OO. Yields the product OCCCc1ccc(Br)cc1. Reaction SMILES: [BH3:1].[CH2:16]1[O:17][CH2:18][CH2:19][CH2:20]1.[CH2:2]([CH:3]=[CH2:4])[c:5]1[cH:6][cH:7][c:8]([Br:11])[cH:9][cH:10]1.[CH3:21][CH2:22][O:23][CH2:24][CH3:25].[Na+:13].[OH-:12].[OH:14][OH:15]>>[CH2:2]([CH2:3][CH2:4][OH:12])[c:5]1[cH:6][cH:7][c:8]([Br:11])[cH:9][cH:10]1. Starting materials: [BH3-]C#N, CC(=O)[O-], CO, [NH4+], [Na+], N#CC1CCCC(=O)CCC1. Yields the product N#CC1CCCC(N)CCC1. As a reaction SMILES: [C:17](#[N:18])[BH3-:19].[CH3:13][C:14](=[O:15])[O-:16].[CH3:21][OH:22].[NH4+:12].[Na+:20].[O:1]=[C:2]1[CH2:3][CH2:4][CH2:5][CH:6]([C:10]#[N:11])[CH2:7][CH2:8][CH2:9]1>>[CH:2]1([NH2:18])[CH2:3][CH2:4][CH2:5][CH:6]([C:10]#[N:11])[CH2:7][CH2:8][CH2:9]1. Starting materials: OC1=C(C=O)C=CC(=C1)O (2,4-Dihydroxybenzaldehyde), C([O-])([O-])=O.[K+].[K+] (potassium carbonate), C(CCCCCCC)Br (octyl bromide). The solvent is C(C)#N (acetonitrile). Run at temperature 60 celsius, time 16 hour. Product: OC1=C(C=O)C=CC(=C1)OCCCCCCCC (2-Hydroxy-4-octyloxybenzaldehyde). The yield is 67.3%. As a reaction SMILES: [OH:1][C:2]1[CH:9]=[C:8]([OH:10])[CH:7]=[CH:6][C:3]=1[CH:4]=[O:5].C(=O)([O-])[O-].[K+].[K+].[CH2:17](Br)[CH2:18][CH2:19][CH2:20][CH2:21][CH2:22][CH2:23][CH3:24]>C(#N)C>[OH:1][C:2]1[CH:9]=[C:8]([O:10][CH2:17][CH2:18][CH2:19][CH2:20][CH2:21][CH2:22][CH2:23][CH3:24])[CH:7]=[CH:6][C:3]=1[CH:4]=[O:5] |f:1.2.3|. Reported procedure: A mixture of 2,4-Dihydroxybenzaldehyde (5.52 g), potassium carbonate (6.08 g) and octyl bromide (7.73 g) in acetonitrile (55 ml) was stirred for 16 hours at 60° C. The solvent of reaction mixture was removed under reduced pressure, and the residue was dissolved in ethyl acetate, and washed with water and brine. The separated organic layer was dried over magnesium sulfate. The magnesium sulfate was filtered off, and the filtrate was evaporated under reduced pressure. The residue was subjected to ... Reactants: CON=CC1=CC=C(C=C1)C#N (4-cyanobenzaldehyde O-methyloxime), C(#N)[BH3-].[Na+] (sodium cyanoborohydride), compound 3-B. Yields the product C(#N)C1=CC=C(CNOC)C=C1 (N-4-Cyanobenzyl-O-methyl-hydroxylamine). Isolated yield 75.0%. As a reaction SMILES: [CH3:1][O:2][N:3]=[CH:4][C:5]1[CH:10]=[CH:9][C:8]([C:11]#[N:12])=[CH:7][CH:6]=1.C([BH3-])#N.[Na+]>>[C:11]([C:8]1[CH:9]=[CH:10][C:5]([CH2:4][NH:3][O:2][CH3:1])=[CH:6][CH:7]=1)#[N:12] |f:1.2|. Procedure details: Reduction of 4-cyanobenzaldehyde O-methyloxime with sodium cyanoborohydride as described in the preparation of compound 3-B gave the title hydroxylamine as a clear oil (75% yield). 1HNMR 400 MHz (CDCl3) δ (ppm): 3.48 (3H, s, OCH3), 4.09 (2H, s, NCH2), 7.48 (2H, m, aromatics), 7.63 (2H, m, aromatics). The hydrochloride salt was obtained as a white solid: mp 168° C. (dec.). Anal. calcd. for C9H10N2O—HCl: C, 54.41; H, 5.58; N, 14.10. Found: C, 54.44; H, 5.62; N, 13.94. Starting materials: CCOC(=O)CP(=O)(OCC)OCC, C1CCOC1, O=Cc1ccc(NC2CCN(C(=O)c3ccc(Cl)cc3)CC2)nc1, [H-], [Na+]. Product: CCOC(=O)C=Cc1ccc(NC2CCN(C(=O)c3ccc(Cl)cc3)CC2)nc1. Reaction SMILES: [CH2:1]([CH3:2])[O:3][C:4]([CH2:5][P:6]([O:7][CH2:8][CH3:9])([O:10][CH2:11][CH3:12])=[O:13])=[O:14].[CH2:41]1[O:42][CH2:43][CH2:44][CH2:45]1.[Cl:17][c:18]1[cH:19][cH:20][c:21]([C:22](=[O:23])[N:24]2[CH2:25][CH2:26][CH:27]([NH:30][c:31]3[n:32][cH:33][c:34]([CH:35]=[O:36])[cH:37][cH:38]3)[CH2:28][CH2:29]2)[cH:39][cH:40]1.[H-:15].[Na+:16]>>[CH2:1]([CH3:2])[O:3][C:4]([CH:5]=[CH:35][c:34]1[cH:33][n:32][c:31]([NH:30][CH:27]2[CH2:26][CH2:25][N:24]([C:22]([c:21]3[cH:20][cH:19][c:18]([Cl:17])[cH:40][cH:39]3)=[O:23])[CH2:29][CH2:28]2)[cH:38][cH:37]1)=[O:14]. Run in ClC(C)Cl (dichloroethane). RXN SMILES: [NH2:1][CH2:2][CH2:3][C:4]1[C:5]([NH2:10])=[N:6][CH:7]=[CH:8][CH:9]=1.[C:11]([O:15][C:16]([N:18]1[CH2:23][CH2:22][C:21](=O)[CH2:20][CH2:19]1)=[O:17])([CH3:14])([CH3:13])[CH3:12].C(O[BH-](OC(=O)C)OC(=O)C)(=O)C.[Na+]>ClC(Cl)C.C(O)(=O)C>[C:11]([O:15][C:16]([N:18]1[CH2:23][CH2:22][CH:21]([NH:1][CH2:2][CH2:3][C:4]2[C:5]([NH2:10])=[N:6][CH:7]=[CH:8][CH:9]=2)[CH2:20][CH2:19]1)=[O:17])([CH3:14])([CH3:12])[CH3:13] |f:2.3|. Reported procedure: A solution of 3-(2-aminoethyl)-2-aminopyridine (0.122 g, 0.88 mmol) and 1-t-butoxycarbonyl 4-piperidone (0.177 g, 0.88 mmol) in dichloroethane (3 mL) containing 2 drops of acetic acid was treated with sodium triacetoxyborohydride (0.28 g, 1.33 mmol) at 20-75° C. until starting material was no longer consumed. The reaction was worked up with saturated sodium bicarbonate and methylene chloride, and dried over sodium sulfate. The crude product was purified by chromatography (silica gel, 0-10% {0.1%... The reactants are NCCC=1C(=NC=CC1)N (3-(2-aminoethyl)-2-aminopyridine), C(C)(C)(C)OC(=O)N1CCC(CC1)=O (1-t-butoxycarbonyl 4-piperidone), C(C)(=O)O[BH-](OC(C)=O)OC(C)=O.[Na+] (sodium triacetoxyborohydride). Yield: 42.2%. The product is C(C)(C)(C)OC(=O)N1CCC(CC1)NCCC=1C(=NC=CC1)N (3-[2-(1-t-Butoxycarbonyl-4-piperidinylamino)ethyl]-2-aminopyridine). Reagents/catalysts: C(C)(=O)O (acetic acid). The reactants are CC(=O)O, O, O=S(=O)(O)O, C#CCC(C=O)(c1ccccc1)c1ccccc1. Product: CC(=O)CC(C=O)(c1ccccc1)c1ccccc1. RXN SMILES: [CH3:24][C:25](=[O:26])[OH:27].[OH2:28].[S:19]([OH:20])(=[O:21])(=[O:22])[OH:23].[c:1]1([C:7]([CH:8]=[O:9])([CH2:10][C:11]#[CH:12])[c:13]2[cH:14][cH:15][cH:16][cH:17][cH:18]2)[cH:2][cH:3][cH:4][cH:5][cH:6]1>>[c:1]1([C:7]([CH:8]=[O:9])([CH2:10][C:11]([CH3:12])=[O:20])[c:13]2[cH:14][cH:15][cH:16][cH:17][cH:18]2)[cH:2][cH:3][cH:4][cH:5][cH:6]1.